Dataset: the Open Reaction Database (ORD), a public repository of structured organic reaction records. Task: describe an organic reaction: reactants, conditions, products, and yield Starting materials: FC1=C(C=O)C=C(C=C1)F (2,5-difluorobenzaldehyde), C(CC(=O)O)(=O)O (malonic acid), C(C)(=O)[O-].[NH4+] (ammonium acetate). Run in C(C)O (ethanol). Run at time 8 hour. Product: NC(CC(=O)O)C1=C(C=CC(=C1)F)F (3-Amino-3-(2,5-difluorophenyl)propionic acid). Reaction SMILES: [F:1][C:2]1[CH:9]=[CH:8][C:7]([F:10])=[CH:6][C:3]=1[CH:4]=O.[C:11]([OH:17])(=[O:16])[CH2:12]C(O)=O.C([O-])(=O)C.[NH4+:22]>C(O)C>[NH2:22][CH:4]([C:3]1[CH:6]=[C:7]([F:10])[CH:8]=[CH:9][C:2]=1[F:1])[CH2:12][C:11]([OH:17])=[O:16] |f:2.3|. Reported procedure: A solution of 2,5-difluorobenzaldehyde (5 g), malonic acid (3.66 g) and ammonium acetate (5.42 g) in ethanol (50 ml) was heated under reflux for six hours. The mixture was cooled and left to stand overnight. The crystals formed were filtered off and washed with ethanol (5 ml). Reactants: BrCCCCBr, O=C([O-])[O-], CCOC(=O)CC#N, [Cs+], [Cs+], CN(C)C=O, O. Product: CCOC(=O)C1(C#N)CCCC1. Reaction SMILES: [Br:9][CH2:10][CH2:11][CH2:12][CH2:13][Br:14].[C:15](=[O:16])([O-:17])[O-:18].[C:1](#[N:2])[CH2:3][C:4](=[O:5])[O:6][CH2:7][CH3:8].[Cs+:19].[Cs+:20].[O:21]=[CH:22][N:23]([CH3:24])[CH3:25].[OH2:26]>>[C:1](#[N:2])[C:3]1([C:4](=[O:5])[O:6][CH2:7][CH3:8])[CH2:10][CH2:11][CH2:12][CH2:13]1. Starting materials: Cc1ccc(N(C)C(=O)c2ccc(NC(=O)c3ccccc3OCCCNC(=O)OC(C)(C)C)c(OCC(=O)O)c2)c(OCCCCCC(=O)N2CCN(C)CC2)c1, C[Si](C)(C)C=[N+]=[N-], CO. Yields the product COC(=O)COc1cc(C(=O)N(C)c2ccc(C)cc2OCCCCCC(=O)N2CCN(C)CC2)ccc1NC(=O)c1ccccc1OCCCNC(=O)OC(C)(C)C. Reaction SMILES: [C:1]([CH3:2])([CH3:3])([CH3:4])[O:5][C:6](=[O:7])[NH:8][CH2:9][CH2:10][CH2:11][O:12][c:13]1[c:14]([C:15](=[O:16])[NH:17][c:18]2[c:19]([O:50][CH2:51][C:52](=[O:53])[OH:54])[cH:20][c:21]([C:22](=[O:23])[N:24]([c:25]3[c:26]([O:32][CH2:33][CH2:34][CH2:35][CH2:36][CH2:37][C:38](=[O:39])[N:40]4[CH2:41][CH2:42][N:43]([CH3:46])[CH2:44][CH2:45]4)[cH:27][c:28]([CH3:31])[cH:29][cH:30]3)[CH3:47])[cH:48][cH:49]2)[cH:55][cH:56][cH:57][cH:58]1.[CH3:59][Si:60]([CH:61]=[N+:62]=[N-:63])([CH3:64])[CH3:65].[CH3:66][OH:67]>>[C:1]([CH3:2])([CH3:3])([CH3:4])[O:5][C:6](=[O:7])[NH:8][CH2:9][CH2:10][CH2:11][O:12][c:13]1[c:14]([C:15](=[O:16])[NH:17][c:18]2[c:19]([O:50][CH2:51][C:52](=[O:53])[O:54][CH3:59])[cH:20][c:21]([C:22](=[O:23])[N:24]([c:25]3[c:26]([O:32][CH2:33][CH2:34][CH2:35][CH2:36][CH2:37][C:38](=[O:39])[N:40]4[CH2:41][CH2:42][N:43]([CH3:46])[CH2:44][CH2:45]4)[cH:27][c:28]([CH3:31])[cH:29][cH:30]3)[CH3:47])[cH:48][cH:49]2)[cH:55][cH:56][cH:57][cH:58]1. Reactants: CC(C)(C)OC(=O)N1CCC(Cc2cc(N(COCC[Si](C)(C)C)COCC[Si](C)(C)C)n3ncc(I)c3n2)CC1, [K+], [K+], [K+], C1COCCO1, O, O=P([O-])([O-])[O-], CC1(C)OB(c2ccc(-c3ccccc3)nc2)OC1(C)C. Product: CC(C)(C)OC(=O)N1CCC(Cc2cc(N(COCC[Si](C)(C)C)COCC[Si](C)(C)C)n3ncc(-c4ccc(-c5ccccc5)nc4)c3n2)CC1. As a reaction SMILES: [CH3:30][Si:31]([CH2:32][CH2:33][O:34][CH2:35][N:36]([c:37]1[cH:38][c:39]([CH2:47][CH:48]2[CH2:49][CH2:50][N:51]([C:54](=[O:55])[O:56][C:57]([CH3:58])([CH3:59])[CH3:60])[CH2:52][CH2:53]2)[n:40][c:41]2[n:42]1[n:43][cH:44][c:45]2[I:46])[CH2:61][O:62][CH2:63][CH2:64][Si:65]([CH3:66])([CH3:67])[CH3:68])([CH3:69])[CH3:70].[K+:27].[K+:28].[K+:29].[O:71]1[CH2:72][CH2:73][O:74][CH2:75][CH2:76]1.[OH2:77].[P:22]([O-:23])([O-:24])([O-:25])=[O:26].[c:1]1(-[c:7]2[n:8][cH:9][c:10]([B:13]3[O:14][C:15]([CH3:16])([CH3:17])[C:18]([CH3:19])([CH3:20])[O:21]3)[cH:11][cH:12]2)[cH:2][cH:3][cH:4][cH:5][cH:6]1>>[c:1]1(-[c:7]2[n:8][cH:9][c:10](-[c:45]3[c:41]4[n:40][c:39]([CH2:47][CH:48]5[CH2:49][CH2:50][N:51]([C:54](=[O:55])[O:56][C:57]([CH3:58])([CH3:59])[CH3:60])[CH2:52][CH2:53]5)[cH:38][c:37]([N:36]([CH2:35][O:34][CH2:33][CH2:32][Si:31]([CH3:30])([CH3:69])[CH3:70])[CH2:61][O:62][CH2:63][CH2:64][Si:65]([CH3:66])([CH3:67])[CH3:68])[n:42]4[n:43][cH:44]3)[cH:11][cH:12]2)[cH:2][cH:3][cH:4][cH:5][cH:6]1. Starting materials: CNC(=O)C(NC(=O)C(CC(=O)OCc1ccccc1)NC(=O)OC(C)(C)C)C(C)(C)C, NC(=O)c1ccc(-c2ccc(-c3ccn(C(CC(=O)O)C(=O)NC(CO)Cc4ccccc4)c3)cc2)cc1, ClCCCl. The product is CNC(=O)C(NC(=O)C(CC(=O)OCc1ccccc1)n1ccc(-c2ccc(-c3ccc(C(N)=O)cc3)cc2)c1)C(C)(C)C. As a reaction SMILES: [CH2:1]([c:2]1[cH:3][cH:4][cH:5][cH:6][cH:7]1)[O:8][C:9]([CH2:10][CH:11]([C:12](=[O:13])[NH:14][CH:15]([C:16]([CH3:17])([CH3:18])[CH3:19])[C:20]([NH:21][CH3:22])=[O:23])[NH:24][C:25]([O:26][C:27]([CH3:28])([CH3:29])[CH3:30])=[O:31])=[O:32].[CH2:33]([CH:34]([NH:35][C:36](=[O:37])[CH:38]([CH2:39][C:40]([OH:41])=[O:42])[n:50]1[cH:51][c:52](-[c:55]2[cH:56][cH:57][c:58](-[c:61]3[cH:62][cH:63][c:64]([C:67]([NH2:68])=[O:69])[cH:65][cH:66]3)[cH:59][cH:60]2)[cH:53][cH:54]1)[CH2:43][OH:44])[c:45]1[cH:46][cH:47][cH:48][cH:49][cH:70]1.[Cl:71][CH2:72][CH2:73][Cl:74]>>[CH2:1]([c:2]1[cH:3][cH:4][cH:5][cH:6][cH:7]1)[O:8][C:9]([CH2:10][CH:11]([C:12](=[O:13])[NH:14][CH:15]([C:16]([CH3:17])([CH3:18])[CH3:19])[C:20]([NH:21][CH3:22])=[O:23])[n:50]1[cH:51][c:52](-[c:55]2[cH:56][cH:57][c:58](-[c:61]3[cH:62][cH:63][c:64]([C:67]([NH2:68])=[O:69])[cH:65][cH:66]3)[cH:59][cH:60]2)[cH:53][cH:54]1)=[O:32].